From a dataset of the Open Reaction Database (ORD), a public repository of structured organic reaction records. describe an organic reaction: reactants, conditions, products, and yield Starting materials: [K].C1(C=2C(C(N1)=O)=CC=CC2)=O (phthalimide potassium), CN(C=O)C (dimethylformamide), ClC=1C(=C2C(=NC1CCl)SC1=C2CCSC1)C1=CC=C(C=C1)OC (3-chloro-2-chloromethyl-5,8-dihydro-4-(4-methoxyphenyl)-6H-thiopyrano-[4′,3′:4,5]thieno[2,3-b]pyridine). Run in O (water). Run at temperature 62.5 celsius, time 1 hour. Product: ClC=1C(=C2C(=NC1CN1C(C3=CC=CC=C3C1=O)=O)SC1=C2CCSC1)C1=CC=C(C=C1)OC (2-{[3-Chloro-4-(4-methoxyphenyl)-5,8-dihydro-6H-thiopyrano-[4′,3′:4,5]thieno[2,3-b]pyridin-2-yl]methyl}-1H-isoindole-1,3(2H)-dione). The yield is 99.4%. As a reaction SMILES: [K].[C:2]1(=[O:12])[NH:6][C:5](=[O:7])[C:4]2=[CH:8][CH:9]=[CH:10][CH:11]=[C:3]12.CN(C)C=O.[Cl:18][C:19]1[C:20]([C:34]2[CH:39]=[CH:38][C:37]([O:40][CH3:41])=[CH:36][CH:35]=2)=[C:21]2[C:29]3[CH2:30][CH2:31][S:32][CH2:33][C:28]=3[S:27][C:22]2=[N:23][C:24]=1[CH2:25]Cl>O>[Cl:18][C:19]1[C:20]([C:34]2[CH:39]=[CH:38][C:37]([O:40][CH3:41])=[CH:36][CH:35]=2)=[C:21]2[C:29]3[CH2:30][CH2:31][S:32][CH2:33][C:28]=3[S:27][C:22]2=[N:23][C:24]=1[CH2:25][N:6]1[C:2](=[O:12])[C:3]2[C:4](=[CH:8][CH:9]=[CH:10][CH:11]=2)[C:5]1=[O:7] |f:0.1,^1:0|. Reported procedure: To a mixture of phthalimide potassium (6.2 kg) and dimethylformamide (110.74 L) was added 3-chloro-2-chloromethyl-5,8-dihydro-4-(4-methoxyphenyl)-6H-thiopyrano-[4′,3′:4,5]thieno[2,3-b]pyridine (11.055 kg) obtained in Reference Example 27 and the mixture was stirred at 60 to 65° C. for 1 hour. After cooling to 25° C., water (36.91 L) was added dropwise thereto and the mixture was stirred at the same temperature for 1 hour. The crystals deposited was filtered off and washed with water (29. 14 L) t...